Dataset: the Open Reaction Database (ORD), a public repository of structured organic reaction records. Task: describe an organic reaction: reactants, conditions, products, and yield Reactants: COC1=CC=C(COC(CCSCC(COC(CCCCCCCCCCCCCCC)=O)OC(CCCCCCCCCCCCCCC)=O)=O)C=C1 (6,7-bis(palmitoyloxy)-4-thiaheptanoic acid p-methoxybenzyl ester), Example 3, C1(=CC=CC=C1)OC (anisole). Solvent: FC(C(=O)O)(F)F (trifiuoroacetic acid). Reaction conditions: time 30 minute. Yields the product C(CCCCCCCCCCCCCCC)(=O)OC(CSCCC(=O)O)COC(CCCCCCCCCCCCCCC)=O (6,7-bis(palmitoyloxy)-4-thiaheptanoic acid). Yield: 65.0%. Reaction SMILES: COC1C=CC(C[O:8][C:9](=[O:52])[CH2:10][CH2:11][S:12][CH2:13][CH:14]([O:34][C:35](=[O:51])[CH2:36][CH2:37][CH2:38][CH2:39][CH2:40][CH2:41][CH2:42][CH2:43][CH2:44][CH2:45][CH2:46][CH2:47][CH2:48][CH2:49][CH3:50])[CH2:15][O:16][C:17](=[O:33])[CH2:18][CH2:19][CH2:20][CH2:21][CH2:22][CH2:23][CH2:24][CH2:25][CH2:26][CH2:27][CH2:28][CH2:29][CH2:30][CH2:31][CH3:32])=CC=1.C1(OC)C=CC=CC=1>FC(F)(F)C(O)=O>[C:35]([O:34][CH:14]([CH2:15][O:16][C:17](=[O:33])[CH2:18][CH2:19][CH2:20][CH2:21][CH2:22][CH2:23][CH2:24][CH2:25][CH2:26][CH2:27][CH2:28][CH2:29][CH2:30][CH2:31][CH3:32])[CH2:13][S:12][CH2:11][CH2:10][C:9]([OH:52])=[O:8])(=[O:51])[CH2:36][CH2:37][CH2:38][CH2:39][CH2:40][CH2:41][CH2:42][CH2:43][CH2:44][CH2:45][CH2:46][CH2:47][CH2:48][CH2:49][CH3:50]. Procedure: To 6,7-bis(palmitoyloxy)-4-thiaheptanoic acid p-methoxybenzyl ester as obtained in Reference Example 3 (1.17 g), a solution of anisole (0.33 ml) in trifiuoroacetic acid (3.3 ml) was added at room temperature, followed by stirring at room temperature for 30 minutes. The reaction mixture was concentrated, and the residue was washed with hexane to yield the title compound (643 mg, yield 65%) as a powder. Reactants: COC=1C(=NC=CN1)N (3-(methyloxy)-2-pyrazinamine), CN1CCOCC1 (4-Methylmorpholine), C1(CCCC1)C[C@@H](C(=O)N1N(CC[C@H]1C(=O)O)C(=O)OCC1=CC=CC=C1)CN(OCC1=CC=CC=C1)C=O ((3S)-2-[(2R)-3-cyclopentyl-2-({formyl[(phenylmethyl)oxy]amino}methyl)propanoyl]-1-{[(phenylmethyl)oxy]carbonyl}-3-pyrazolidinecarboxylic acid), COC1=NC(=NC(=N1)OC)[N+]1(CCOCC1)C (4-[4,6-bis(methyloxy)-1,3,5-triazin-2-yl]-4-methylmorpholin-4-ium). Run in C(C)#N (acetonitrile), CN(C)C=O (DMF). Reaction conditions: temperature 0 celsius, time 15 minute. Product: C1(CCCC1)C[C@@H](C(=O)N1N(CC[C@H]1C(=O)NC1=NC=CN=C1OC)C)CN(OCC1=CC=CC=C1)C=O ((3S)-2-[(2R)-3-cyclopentyl-2-({formyl[(phenylmethyl)oxy]amino}methyl)propanoyl]-1-methyl-N-[3-(methyloxy)-2-pyrazinyl]-3-pyrazolidine carboxamide). Isolated yield 51.0%. As a reaction SMILES: CN1CCOCC1.[CH:8]1([CH2:13][C@H:14]([CH2:35][N:36]([CH:45]=[O:46])[O:37][CH2:38][C:39]2[CH:44]=[CH:43][CH:42]=[CH:41][CH:40]=2)[C:15]([N:17]2[C@H:21]([C:22](O)=[O:23])[CH2:20][CH2:19][N:18]2[C:25](OCC2C=CC=CC=2)=O)=[O:16])[CH2:12][CH2:11][CH2:10][CH2:9]1.COC1N=C(OC)N=C([N+]2(C)CCOCC2)N=1.[CH3:64][O:65][C:66]1[C:67]([NH2:72])=[N:68][CH:69]=[CH:70][N:71]=1>C(#N)C.CN(C=O)C>[CH:8]1([CH2:13][C@H:14]([CH2:35][N:36]([CH:45]=[O:46])[O:37][CH2:38][C:39]2[CH:44]=[CH:43][CH:42]=[CH:41][CH:40]=2)[C:15]([N:17]2[C@H:21]([C:22]([NH:72][C:67]3[C:66]([O:65][CH3:64])=[N:71][CH:70]=[CH:69][N:68]=3)=[O:23])[CH2:20][CH2:19][N:18]2[CH3:25])=[O:16])[CH2:9][CH2:10][CH2:11][CH2:12]1. Reported procedure: 4-Methylmorpholine (47.4 μl, 0.431 mmol) was added into a solution of (3S)-2-[(2R)-3-cyclopentyl-2-({formyl[(phenylmethyl)oxy]amino}methyl)propanoyl]-1-{[(phenylmethyl)oxy]carbonyl}-3-pyrazolidinecarboxylic acid (150 mg, 0.359 mmol) and 4-[4,6-bis(methyloxy)-1,3,5-triazin-2-yl]-4-methylmorpholin-4-ium (141 mg, 0.431 mmol) in acetonitrile (5.94 ml). The resulting solution was cooled to 0° C. and stirred at 0° C. for 15 min. To the reaction mixture was added 3-(methyloxy)-2-pyrazinamine (67.4 mg, ... Starting materials: C(#N)[C@H](CC1=CC=C(C=C1)C=1C=CC2=C(SCC(N2C)=O)C1)NC(=O)C1(CCOCC1)NC(OC(C)(C)C)=O ((S)-tert-Butyl 4-(1-cyano-2-(4-(4-methyl-3-oxo-3,4-dihydro-2H-benzo[b][1,4]thiazin-7-yl)phenyl)ethylcarbamoyl)tetrahydro-2H-pyran-4-ylcarbamate). Run in C(=O)O (formic acid). The product is NC1(CCOCC1)C(=O)N[C@@H](CC1=CC=C(C=C1)C=1C=CC2=C(SCC(N2C)=O)C1)C#N ((S)-4-Amino-N-(1-cyano-2-(4-(4-methyl-3-oxo-3,4-dihydro-2H-benzo[b][1,4]thiazin-7-yl)phenyl)ethyl)tetrahydro-2H-pyran-4-carboxamide). The yield is 51.9%. RXN SMILES: [C:1]([C@@H:3]([NH:23][C:24]([C:26]1([NH:32]C(=O)OC(C)(C)C)[CH2:31][CH2:30][O:29][CH2:28][CH2:27]1)=[O:25])[CH2:4][C:5]1[CH:10]=[CH:9][C:8]([C:11]2[CH:12]=[CH:13][C:14]3[N:19]([CH3:20])[C:18](=[O:21])[CH2:17][S:16][C:15]=3[CH:22]=2)=[CH:7][CH:6]=1)#[N:2]>C(O)=O>[NH2:32][C:26]1([C:24]([NH:23][C@H:3]([C:1]#[N:2])[CH2:4][C:5]2[CH:6]=[CH:7][C:8]([C:11]3[CH:12]=[CH:13][C:14]4[N:19]([CH3:20])[C:18](=[O:21])[CH2:17][S:16][C:15]=4[CH:22]=3)=[CH:9][CH:10]=2)=[O:25])[CH2:27][CH2:28][O:29][CH2:30][CH2:31]1. Procedure details: (S)-tert-Butyl 4-(1-cyano-2-(4-(4-methyl-3-oxo-3,4-dihydro-2H-benzo[b][1,4]thiazin-7-yl)phenyl)ethylcarbamoyl)tetrahydro-2H-pyran-4-ylcarbamate (Example 28, step (iii), 120 mg) in formic acid (2 mL) was heated at 50° C. for 20 mins. The solvent was removed under reduced pressure and the residue azeotroped with methanol. The product was purified by reversed phase HPLC using methanol in 0.1% aqueous TFA and then converted to the free base by elution through a PL-HCO3 MP cartridge with dichlorometh... Reactants: OS(=O)[O-].[Na+] (NaHSO3), ClC=1C=C(C=C(C1)Cl)N1C(N[C@@](C1=O)(CC1=CC=C(C=C1)OC(F)(F)F)C)=S ((R)-3-(3,5-dichloro-phenyl)-5-methyl-2-thioxo-5-(4-trifluoromethoxy-benzyl)-imidazolidin-4-one), COC(CN)OC (aminoacetaldehyde dimethylacetal), C(C)(C)(C)OO (t-butyl hydroperoxide). Run in CO (MeOH). Conditions: time 25 minute. The product is ClC=1C=C(C=C(C1)Cl)N1/C(/N[C@@](C1=O)(CC1=CC=C(C=C1)OC(F)(F)F)C)=N/CC(OC)OC ((R)-3-(3,5-dichloro-phenyl)-2-[(E)-2,2-dimethoxy-ethylimino]-5-methyl-5-(4-trifluoromethoxy-benzyl)-imidazolidin-4-one). Yield: 100.6%. Reaction SMILES: [Cl:1][C:2]1[CH:3]=[C:4]([N:9]2[C:13](=[O:14])[C@@:12]([CH3:27])([CH2:15][C:16]3[CH:21]=[CH:20][C:19]([O:22][C:23]([F:26])([F:25])[F:24])=[CH:18][CH:17]=3)[NH:11][C:10]2=S)[CH:5]=[C:6]([Cl:8])[CH:7]=1.[CH3:29][O:30][CH:31]([O:34][CH3:35])[CH2:32][NH2:33].C(OO)(C)(C)C.OS([O-])=O.[Na+]>CO>[Cl:1][C:2]1[CH:3]=[C:4]([N:9]2[C:13](=[O:14])[C@@:12]([CH3:27])([CH2:15][C:16]3[CH:21]=[CH:20][C:19]([O:22][C:23]([F:26])([F:25])[F:24])=[CH:18][CH:17]=3)[NH:11]/[C:10]/2=[N:33]\[CH2:32][CH:31]([O:34][CH3:35])[O:30][CH3:29])[CH:5]=[C:6]([Cl:8])[CH:7]=1 |f:3.4|. Procedure details: To a solution of the above thiohydantoin (4.47 g, 9.95 mmol) and aminoacetaldehyde dimethylacetal (6.50 mL, 59.7 mmol) in 20 mL of MeOH was added 7.69 mL (59.7 mmol, 70% in water) of t-butyl hydroperoxide solution, dropwise over 25 min. During the addition and for about 1 h after, the internal temperature of the mixture was kept below 20° C. with an ice water bath. The mixture was stirred at room temperature for 86 h, and 25 mL of saturated NaHSO3 solution was added slowly dropwise, maintaining ... Starting materials: NC1=C(C(=NN1C1=C(C=C(C=C1Cl)C(F)(F)F)Cl)C#N)C1=COC=C1 (5-amino-3-cyano-1-(2,6-dichloro-4-trifluoromethylphenyl)-4-(furan-3-yl)pyrazole), N(=O)OC(C)(C)C (t-butyl nitrite). The solvent is O1CCCC1 (tetrahydrofuran). Conditions: temperature 65 celsius. Product: C(#N)C1=NN(C=C1C1=COC=C1)C1=C(C=C(C=C1Cl)C(F)(F)F)Cl (3-Cyano-1-(2,6-dichloro-4-trifluoromethylphenyl)-4-(furan-3-yl)pyrazole). Reaction SMILES: N[C:2]1[N:6]([C:7]2[C:12]([Cl:13])=[CH:11][C:10]([C:14]([F:17])([F:16])[F:15])=[CH:9][C:8]=2[Cl:18])[N:5]=[C:4]([C:19]#[N:20])[C:3]=1[C:21]1[CH:25]=[CH:24][O:23][CH:22]=1.N(OC(C)(C)C)=O>O1CCCC1>[C:19]([C:4]1[C:3]([C:21]2[CH:25]=[CH:24][O:23][CH:22]=2)=[CH:2][N:6]([C:7]2[C:8]([Cl:18])=[CH:9][C:10]([C:14]([F:17])([F:15])[F:16])=[CH:11][C:12]=2[Cl:13])[N:5]=1)#[N:20]. Procedure: To a solution of 5-amino-3-cyano-1-(2,6-dichloro-4-trifluoromethylphenyl)-4-(furan-3-yl)pyrazole (0.204 g) in tetrahydrofuran (3 ml) was added t-butyl nitrite (187.8 μl). The mixture was heated to 65° C. for 1 hour, then cooled and evaporated The residue was purified by column chromatography on silica gel (5 g) eluted with hexane containing increasing amounts of dichloromethane (up to 100%). Combination and evaporation of appropriate fraction gave the title compound as a white solid, m.p. 139° C...